This data is from the Open Reaction Database (ORD), a public repository of structured organic reaction records. The task is: describe an organic reaction: reactants, conditions, products, and yield Reactants: COC(=O)c1cccc(NC(=O)NCC(=O)N2C(C(=O)OC(C)(C)C)CC(C(C)=O)C2c2ccccc2)c1, CO, [K+], [OH-], O. The product is CC(=O)C1CC(C(=O)OC(C)(C)C)N(C(=O)CNC(=O)Nc2cccc(C(=O)O)c2)C1c1ccccc1. RXN SMILES: [C:1]([CH3:2])(=[O:3])[CH:4]1[CH2:5][CH:6]([C:32](=[O:33])[O:34][C:35]([CH3:36])([CH3:37])[CH3:38])[N:7]([C:15]([CH2:16][NH:17][C:18](=[O:19])[NH:20][c:21]2[cH:22][c:23]([C:27](=[O:28])[O:29][CH3:30])[cH:24][cH:25][cH:26]2)=[O:31])[CH:8]1[c:9]1[cH:10][cH:11][cH:12][cH:13][cH:14]1.[CH3:40][OH:41].[K+:43].[OH-:42].[OH2:39]>>[C:1]([CH3:2])(=[O:3])[CH:4]1[CH2:5][CH:6]([C:32](=[O:33])[O:34][C:35]([CH3:36])([CH3:37])[CH3:38])[N:7]([C:15]([CH2:16][NH:17][C:18](=[O:19])[NH:20][c:21]2[cH:22][c:23]([C:27](=[O:28])[OH:29])[cH:24][cH:25][cH:26]2)=[O:31])[CH:8]1[c:9]1[cH:10][cH:11][cH:12][cH:13][cH:14]1. Starting materials: C(CCC)(=O)C1=CC=C(C(=O)OC)C=C1 (Methyl 4-butyrylbenzoate), [OH-].[Na+] (sodium hydroxide). Run in O1CCCC1 (tetrahydrofuran), CO (methanol). Conditions: temperature 50 celsius. The product is C(CCC)(=O)C1=CC=C(C(=O)O)C=C1 (4-butyrylbenzoic acid). The yield is 65.1%. As a reaction SMILES: [C:1]([C:6]1[CH:15]=[CH:14][C:9]([C:10]([O:12]C)=[O:11])=[CH:8][CH:7]=1)(=[O:5])[CH2:2][CH2:3][CH3:4].[OH-].[Na+]>O1CCCC1.CO>[C:1]([C:6]1[CH:15]=[CH:14][C:9]([C:10]([OH:12])=[O:11])=[CH:8][CH:7]=1)(=[O:5])[CH2:2][CH2:3][CH3:4] |f:1.2|. Procedure: Methyl 4-butyrylbenzoate (256.1 mg, 1.242 mmol) was dissolved in tetrahydrofuran (3 mL) and methanol (3.0 mL). 1N aqueous sodium hydroxide (3.73 mL) was added and the reaction mixture was heated to 50° C. for 3 h. The reaction mixture was then cooled to room temperature and concentrated. The crude residue was taken up in water and acidified to pH 5 by addition of 1N aqueous HCl. A colorless precipitate formed. The solids were filtered off and dried under vacuum to give 4-butyrylbenzoic acid (155...